describe an organic reaction: reactants, conditions, products, and yield From a dataset of the Open Reaction Database (ORD), a public repository of structured organic reaction records. The reactants are N#N (N2), ClCC=1NC2=C(N1)C=CC=C2 (2-(chloromethyl)benzimidazole), [H-].[Na+] (NaH). Solvent: C1CCOC1 (THF). Run at time 1 hour. The product is N1=C(NC2=C1C=CC=C2)CN2C(=NC1=C2C=CC=C1)CCl (1-(benzimidazol-2-ylmethyl)-2-(chloromethyl)benzimidazole). Yield: 22165.7%. As a reaction SMILES: N#N.[Cl:3][CH2:4][C:5]1[NH:6][C:7]2[CH:13]=[CH:12][CH:11]=[CH:10][C:8]=2[N:9]=1.[H-].[Na+]>C1COCC1>[N:6]1[C:7]2[CH:13]=[CH:12][CH:11]=[CH:10][C:8]=2[NH:9][C:5]=1[CH2:4][N:9]1[C:8]2[CH:10]=[CH:11][CH:12]=[CH:13][C:7]=2[N:6]=[C:5]1[CH2:4][Cl:3] |f:2.3|. Procedure: To a three-necked, 12 L flask, flushed with N2, 2-(chloromethyl)benzimidazole (75 g, 0.45 mmol) and THF (10 L) were added, and the slurry was stirred for one hour at room temperature. Using an ice bath, the slurry was cooled to 0° C. and NaH (5.7 g, 95%, 0.23 mmol) was added. The slurry temperature increased to 4.5° C. The reaction mixture was stirred for 3 h and quenched with 150 g of silica gel. The slurry was concentrated to dryness under reduced pressure and purified using column chromatogra... The reactants are ClC1=C(C(=CC=C1)Cl)N1N(C=C(C1=O)C(=O)OCC)C (ethyl 2-(2,6-dichlorophenyl)-1-methyl-3-oxo-2,3-dihydro-1H-pyrazole-4-carboxylate), O1CCCC1 (tetrahydrofuran), [OH-].[Na+] (sodium hydroxide). The solvent is CO (methanol). Product: ClC1=C(C(=CC=C1)Cl)N1N(C=C(C1=O)C(=O)O)C (2-(2,6-dichlorophenyl)-1-methyl-3-oxo-2,3-dihydro-1H-pyrazole-4-carboxylic acid). Yield: 88.7%. As a reaction SMILES: [Cl:1][C:2]1[CH:7]=[CH:6][CH:5]=[C:4]([Cl:8])[C:3]=1[N:9]1[C:13](=[O:14])[C:12]([C:15]([O:17]CC)=[O:16])=[CH:11][N:10]1[CH3:20].O1CCCC1.[OH-].[Na+]>CO>[Cl:1][C:2]1[CH:7]=[CH:6][CH:5]=[C:4]([Cl:8])[C:3]=1[N:9]1[C:13](=[O:14])[C:12]([C:15]([OH:17])=[O:16])=[CH:11][N:10]1[CH3:20] |f:2.3|. Procedure details: In the same manner as in Reference Example 65 and using ethyl 2-(2,6-dichlorophenyl)-1-methyl-3-oxo-2,3-dihydro-1H-pyrazole-4-carboxylate (3.4 g, 11 mmol), tetrahydrofuran (6 mL), methanol (5 mL) and 4N aqueous sodium hydroxide solution (8 mL) as starting materials, the title compound (2.8 g, 90%) was obtained as a white solid. Reactants: O=C1C2=C(SC3=C(C1)C=CC=C3)C=C(C=C2)CC(=O)N (10,11-Dihydro-11-oxodibenzo[b,f]thiepin-3-acetamide), C(C)OC(C(=O)OCC)=O (diethyloxalate), CC(C)([O-])C.[K+] (potassium t-butoxide). Run in CN(C=O)C (dimethylformamide). Product: O=C1C2=C(SC3=C(C1)C=CC=C3)C=CC=C2 (10,11-Dihydro-11-oxodibenzo[b,f]thiepin). Reaction SMILES: [O:1]=[C:2]1[CH2:8][C:7]2[CH:9]=[CH:10][CH:11]=[CH:12][C:6]=2[S:5][C:4]2[CH:13]=[C:14](CC(N)=O)[CH:15]=[CH:16][C:3]1=2.C(OC(=O)C(OCC)=O)C.CC(C)([O-])C.[K+]>CN(C)C=O>[O:1]=[C:2]1[CH2:8][C:7]2[CH:9]=[CH:10][CH:11]=[CH:12][C:6]=2[S:5][C:4]2[CH:13]=[CH:14][CH:15]=[CH:16][C:3]1=2 |f:2.3|. Procedure details: Stir at room temperature a mixture of 5.118 gm. of the amide of Step 5, 2.939 gm. of diethyloxalate, 4.723 gm. of potassium t-butoxide and 40 ml. of dimethylformamide for 6 hours. Pour the reaction mixture into 300 ml. of ice-water and extract with 300 ml. of ethyl acetate. Acidify with 6N hydrochloric acid and separate the ethyl acetate layer. Wash with saturated sodium chloride solution and dry. Evaporate to dryness and dissolve the residue in warm dioxane. Treat with a slight excess of ammoni...